This data is from the Open Reaction Database (ORD), a public repository of structured organic reaction records. The task is: describe an organic reaction: reactants, conditions, products, and yield The reactants are ClC1=CC(=C(C#N)C=C1)NC(=O)OCC (4-chloro-2-(ethoxycarbonylamino)benzonitrile), ClC=1C=CC(=C(C(CBr)=O)C1)[N+](=O)[O-] (5-chloro-2-nitrophenacyl bromide). Yields the product NC1=C(N(C2=CC(=CC=C12)Cl)C(=O)OCC)C(C1=C(C=CC(=C1)Cl)[N+](=O)[O-])=O (3-Amino-6-chloro-2-(5-chloro-2-nitrobenzoyl)-1-(ethoxycarbonyl)indole). As a reaction SMILES: [Cl:1][C:2]1[CH:9]=[CH:8][C:5]([C:6]#[N:7])=[C:4]([NH:10][C:11]([O:13][CH2:14][CH3:15])=[O:12])[CH:3]=1.[Cl:16][C:17]1[CH:18]=[CH:19][C:20]([N+:27]([O-:29])=[O:28])=[C:21]([CH:26]=1)[C:22](=[O:25])[CH2:23]Br>>[NH2:7][C:6]1[C:5]2[C:4](=[CH:3][C:2]([Cl:1])=[CH:9][CH:8]=2)[N:10]([C:11]([O:13][CH2:14][CH3:15])=[O:12])[C:23]=1[C:22](=[O:25])[C:21]1[CH:26]=[C:17]([Cl:16])[CH:18]=[CH:19][C:20]=1[N+:27]([O-:29])=[O:28]. Reported procedure: The title compound was prepared according to the procedure described in step 2 of Example 1 from 4-chloro-2-(ethoxycarbonylamino)benzonitrile (Example 1, step 1) and 5-chloro-2-nitrophenacyl bromide (Schofield, K.; and Simpson, J. C. E.; J. Chem. Soc., 1947, 1170-1174.). 1H-NMR (CDCl3) δ: 8.12 (1 H, d, J=1.8 Hz), 7.95 (1 H, d, J=8.4 Hz), 7.56-7.48 (3 H, m), 7.31 (1 H, dd, J=1.6, 8.4 Hz), 6.32 (2 H, br s), 3.99 (2 H, q, J=7.1 Hz), 1.09 (3 H, t, J=7.1 Hz).